This data is from the Open Reaction Database (ORD), a public repository of structured organic reaction records. The task is: describe an organic reaction: reactants, conditions, products, and yield Reactants: ClC=1C=CC2=C(C(=CS2)CCO)C1 (2-(5-chloro-1-benzothiophene-3-yl)ethanol), C1(=CC=CC=C1)P(C1=CC=CC=C1)C1=CC=CC=C1 (triphenylphosphine), II (iodine), N1C=NC=C1 (imidazole). Solvent: C1CCOC1 (THF). Reaction conditions: time 4 hour. Yields the product ClC=1C=CC2=C(C(=CS2)CCI)C1 (2-(5-chloro-1-benzothiophene-3-yl)ethyl iodide). Reaction SMILES: [Cl:1][C:2]1[CH:3]=[CH:4][C:5]2[S:9][CH:8]=[C:7]([CH2:10][CH2:11]O)[C:6]=2[CH:13]=1.C1(P(C2C=CC=CC=2)C2C=CC=CC=2)C=CC=CC=1.[I:33]I.N1C=CN=C1>C1COCC1>[Cl:1][C:2]1[CH:3]=[CH:4][C:5]2[S:9][CH:8]=[C:7]([CH2:10][CH2:11][I:33])[C:6]=2[CH:13]=1. Procedure details: To a stirred solution of 2-(5-chloro-1-benzothiophene-3-yl)ethanol (1060 mg, 5 mmol) in anhydrous THF (50 ml), triphenylphosphine (1.572 g, 6 mmol), iodine (1.518 g, 6 mmol) and imidazole (408 mg, 6 mmol) were added at room temperature. The reaction mixture was stirred at room temperature for 4 hrs and quenched with water. It was extracted with chloroform, washed well with 5% Na2S2O3 solution and the organic layer was dried over anhydrous MgSO4. It was filtered and concentrated. The residue was ... Starting materials: CCOC(=O)CBr, CCOC(C)=O, COc1ccc(S(=O)(=O)Nc2ccc(Cl)cc2C(O)c2ccccc2Cl)cc1OC, [H-], [Na+], CN(C)C=O. Product: CCOC(=O)CN(c1ccc(Cl)cc1C(O)c1ccccc1Cl)S(=O)(=O)c1ccc(OC)c(OC)c1. As a reaction SMILES: [Br:33][CH2:34][C:35](=[O:36])[O:37][CH2:38][CH3:39].[CH3:45][CH2:46][O:47][C:48](=[O:49])[CH3:50].[Cl:1][c:2]1[cH:3][c:4]([CH:22]([OH:23])[c:24]2[c:25]([Cl:30])[cH:26][cH:27][cH:28][cH:29]2)[c:5]([NH:8][S:9](=[O:10])(=[O:11])[c:12]2[cH:13][c:14]([O:20][CH3:21])[c:15]([O:18][CH3:19])[cH:16][cH:17]2)[cH:6][cH:7]1.[H-:31].[Na+:32].[O:40]=[CH:41][N:42]([CH3:43])[CH3:44]>>[Cl:1][c:2]1[cH:3][c:4]([CH:22]([OH:23])[c:24]2[c:25]([Cl:30])[cH:26][cH:27][cH:28][cH:29]2)[c:5]([N:8]([S:9](=[O:10])(=[O:11])[c:12]2[cH:13][c:14]([O:20][CH3:21])[c:15]([O:18][CH3:19])[cH:16][cH:17]2)[CH2:34][C:35](=[O:36])[O:37][CH2:38][CH3:39])[cH:6][cH:7]1. Starting materials: FC1=C(COCCCCBr)C=C(C=C1)Br (4-(2-fluoro-5-bromobenzyloxy)butyl bromide), [I-].[Na+] (sodium iodide), C(C)(C)(C)N (tert-butylamine). The solvent is C(Cl)Cl (methylene chloride), O1CCCC1 (tetrahydrofuran), O1CCCC1 (tetrahydrofuran). Run at time 1.5 hour. Product: C(C)(C)(C)NCCCCOCC1=C(C=CC(=C1)Br)F (N-(t-butyl)-4-(2-fluoro-5-bromobenzyloxy)butylamine). RXN SMILES: [F:1][C:2]1[CH:14]=[CH:13][C:12]([Br:15])=[CH:11][C:3]=1[CH2:4][O:5][CH2:6][CH2:7][CH2:8][CH2:9]Br.[I-].[Na+].[C:18]([NH2:22])([CH3:21])([CH3:20])[CH3:19]>O1CCCC1.C(Cl)Cl>[C:18]([NH:22][CH2:9][CH2:8][CH2:7][CH2:6][O:5][CH2:4][C:3]1[CH:11]=[C:12]([Br:15])[CH:13]=[CH:14][C:2]=1[F:1])([CH3:21])([CH3:20])[CH3:19] |f:1.2|. Procedure details: A solution of 4-(2-fluoro-5-bromobenzyloxy)butyl bromide (400 mg, 1.18 mmol) in tetrahydrofuran (6 ml) was treated with sodium iodide (242 mg, 1.6 mmol). The resulting mixture was stirred at ambient temperature. After 1.5 hours, the sodium bromide was removed by filtration, and the filtrate concentrated. The residue was treated with a tetrahydrofuran solution of tert-butylamine (1.24 ml, 11.8 mmol). The progress of the reaction was monitored by thin layer chromatography. The resulting mixture wa...